Task: describe an organic reaction: reactants, conditions, products, and yield. Dataset: the Open Reaction Database (ORD), a public repository of structured organic reaction records Starting materials: O(C1=CC=CC=C1)C1=CC=C(C=N1)C=CC(=O)O (3-(6-phenoxy-pyridin-3-yl)-acrylic acid), [B-](F)(F)(F)F.CCOC(=O)C(=NOC(=[N+](C)C)N(C)C)C#N (TOTU), N1C(CNCC1)=O (piperazin-2-one). Run in CN(C)C=O (DMF). Conditions: time 15 minute. Yields the product O(C1=CC=CC=C1)C1=CC=C(C=N1)C=CC(=O)N1CC(NCC1)=O (4-[3-(6-Phenoxy-pyridin-3-yl)-acryloyl]-piperazin-2-one). RXN SMILES: [O:1]([C:8]1[N:13]=[CH:12][C:11]([CH:14]=[CH:15][C:16]([OH:18])=O)=[CH:10][CH:9]=1)[C:2]1[CH:7]=[CH:6][CH:5]=[CH:4][CH:3]=1.[B-](F)(F)(F)F.CCOC(C(C#N)=NOC(N(C)C)=[N+](C)C)=O.[NH:41]1[CH2:46][CH2:45][NH:44][CH2:43][C:42]1=[O:47]>CN(C=O)C>[O:1]([C:8]1[N:13]=[CH:12][C:11]([CH:14]=[CH:15][C:16]([N:44]2[CH2:45][CH2:46][NH:41][C:42](=[O:47])[CH2:43]2)=[O:18])=[CH:10][CH:9]=1)[C:2]1[CH:3]=[CH:4][CH:5]=[CH:6][CH:7]=1 |f:1.2|. Procedure details: 0.15 g (0.62 mmol) of 3-(6-phenoxy-pyridin-3-yl)-acrylic acid, 1.72 g (15 mmol) of NEM and 546 mg (1.6 mmol) of TOTU were dissolved in 5 ml of DMF and stirred at room temperature for 15 min. 163 mg (1.626 mmol) of piperazin-2-one were added and the reaction mixture was stirred at room temperature for 16 h. After evaporation, the product was purified by silica gel chromatography. Yield: 153 mg. The reactants are C(C)(C)(C)C1=CC(=C(C=N1)C=1N([C@]([C@](N1)(C)C1=CC=C(C=C1)Cl)(C)C1=CC=C(C=C1)Cl)C(=O)N1CCC(CC1)CC(=O)O)OCC ({1-[(4S,5R)-2-(6-tert-butyl-4-ethoxy-pyridin-3-yl)-4,5-bis-(4-chloro-phenyl)-4,5-dimethyl-4,5-dihydro-imidazole-1-carbonyl]-piperidin-4-yl}-acetic acid), FC=1C=C(CN)C=C(C1)C (3-fluoro-5-methylbenzylamine). The product is C(C)(C)(C)C1=CC(=C(C=N1)C=1N([C@]([C@](N1)(C)C1=CC=C(C=C1)Cl)(C)C1=CC=C(C=C1)Cl)C(=O)N1CCC(CC1)CC(=O)NCC1=CC(=CC(=C1)C)F)OCC (2-{1-[(4S,5R)-2-(6-tert-Butyl-4-ethoxy-pyridin-3-yl)-4,5-bis-(4-chloro-phenyl)-4,5-dimethyl-4,5-dihydro-imidazole-1-carbonyl]-piperidin-4-yl}-N-(3-fluoro-5-methyl-benzyl)-acetamide). RXN SMILES: [C:1]([C:5]1[N:10]=[CH:9][C:8]([C:11]2[N:12]([C:32]([N:34]3[CH2:39][CH2:38][CH:37]([CH2:40][C:41](O)=[O:42])[CH2:36][CH2:35]3)=[O:33])[C@@:13]([C:25]3[CH:30]=[CH:29][C:28]([Cl:31])=[CH:27][CH:26]=3)([CH3:24])[C@@:14]([C:17]3[CH:22]=[CH:21][C:20]([Cl:23])=[CH:19][CH:18]=3)([CH3:16])[N:15]=2)=[C:7]([O:44][CH2:45][CH3:46])[CH:6]=1)([CH3:4])([CH3:3])[CH3:2].[F:47][C:48]1[CH:49]=[C:50]([CH:53]=[C:54]([CH3:56])[CH:55]=1)[CH2:51][NH2:52]>>[C:1]([C:5]1[N:10]=[CH:9][C:8]([C:11]2[N:12]([C:32]([N:34]3[CH2:39][CH2:38][CH:37]([CH2:40][C:41]([NH:52][CH2:51][C:50]4[CH:53]=[C:54]([CH3:56])[CH:55]=[C:48]([F:47])[CH:49]=4)=[O:42])[CH2:36][CH2:35]3)=[O:33])[C@@:13]([C:25]3[CH:30]=[CH:29][C:28]([Cl:31])=[CH:27][CH:26]=3)([CH3:24])[C@@:14]([C:17]3[CH:18]=[CH:19][C:20]([Cl:23])=[CH:21][CH:22]=3)([CH3:16])[N:15]=2)=[C:7]([O:44][CH2:45][CH3:46])[CH:6]=1)([CH3:2])([CH3:3])[CH3:4]. Procedure: In a manner analogous to the method described in example 163, {1-[(4S,5R)-2-(6-tert-butyl-4-ethoxy-pyridin-3-yl)-4,5-bis-(4-chloro-phenyl)-4,5-dimethyl-4,5-dihydro-imidazole-1-carbonyl]-piperidin-4-yl}-acetic acid was reacted with 3-fluoro-5-methylbenzylamine (Jrd-Fluoro) to give the title product. LC-MS (ES+) 786 [(M+H)+].